Dataset: the Open Reaction Database (ORD), a public repository of structured organic reaction records. Task: describe an organic reaction: reactants, conditions, products, and yield Starting materials: ice water, [H-].[Na+] (sodium hydride), C(C)(C)(C)OC(=O)N1CCC(CC1)NC1=C(C=C(C=C1)C#N)OC1=C(C=CC=C1)Br (4-[2-(2-bromophenoxy)-4-cyanophenylamino]-piperidine-1-carboxylic acid tert-butyl ester), C(C)(C)(C)OC(=O)N1CCC(CC1)NC1=C(C=C(C=C1)C#N)OC1=C(C=CC=C1)Br (4-[2-(2-Bromophenoxy)-4-cyanophenylamino]-piperidine-1-carboxylic acid tert-butyl ester). The solvent is CN(C)C=O (DMF), CN(C)C=O (DMF). Reaction conditions: temperature 120 celsius. Yields the product C(C)(C)(C)OC(=O)N1CCC(CC1)N1C2=CC=CC=C2OC=2C=C(C=CC12)C#N (4-(3-Cyanophenoxazin-10-yl)-piperidine-1-carboxylic acid tert-butyl ester). RXN SMILES: [H-].[Na+].[C:3]([O:7][C:8]([N:10]1[CH2:15][CH2:14][CH:13]([NH:16][C:17]2[CH:22]=[CH:21][C:20]([C:23]#[N:24])=[CH:19][C:18]=2[O:25][C:26]2[CH:31]=[CH:30][CH:29]=[CH:28][C:27]=2Br)[CH2:12][CH2:11]1)=[O:9])([CH3:6])([CH3:5])[CH3:4]>CN(C=O)C>[C:3]([O:7][C:8]([N:10]1[CH2:15][CH2:14][CH:13]([N:16]2[C:17]3[CH:22]=[CH:21][C:20]([C:23]#[N:24])=[CH:19][C:18]=3[O:25][C:26]3[C:31]2=[CH:30][CH:29]=[CH:28][CH:27]=3)[CH2:12][CH2:11]1)=[O:9])([CH3:6])([CH3:5])[CH3:4] |f:0.1|. Procedure details: To a suspension of sodium hydride (0.1-1 g; 0.74 mmol) in DMF (5 mL) was added a solution of 4-[2-(2-bromophenoxy)-4-cyanophenylamino]-piperidine-1-carboxylic acid tert-butyl ester, 3a (0.35 g; 0.74 mmol) in DMF (3 mL). The mixture was heated to 120° C. for 90 min and allowed to cool to rt. The mixture was poured into ice-water and a precipitate formed. The solid was separated via filtration, dried to yield 4-(3-cyanophenoxazin-10-yl)-piperidine-1-carboxylic acid tert-butyl ester, 4a. MS m/z (M+...